Dataset: the Open Reaction Database (ORD), a public repository of structured organic reaction records. Task: describe an organic reaction: reactants, conditions, products, and yield Reactants: ClC1=CC=C(C=C1)C1=CC=C(S1)C(=O)OCC (ethyl 5-(4-chlorophenyl)thiophene-2-carboxylate), [OH-].[Na+] (NaOH), Cl (HCl). Run in CO (methanol). Yields the product ClC1=CC=C(C=C1)C1=CC=C(S1)C(=O)O (5-(4-chlorophenyl)thiophene-2-carboxylic acid). Isolated yield 95.9%. RXN SMILES: [Cl:1][C:2]1[CH:7]=[CH:6][C:5]([C:8]2[S:12][C:11]([C:13]([O:15]CC)=[O:14])=[CH:10][CH:9]=2)=[CH:4][CH:3]=1.[OH-].[Na+].Cl>CO>[Cl:1][C:2]1[CH:3]=[CH:4][C:5]([C:8]2[S:12][C:11]([C:13]([OH:15])=[O:14])=[CH:10][CH:9]=2)=[CH:6][CH:7]=1 |f:1.2|. Procedure details: A mixture of ethyl 5-(4-chlorophenyl)thiophene-2-carboxylate (1.05 g, 3.94 mmol), methanol (40 ml) and 1.0 M aq NaOH (15.75 ml, 15.75 mmol) was stirred at reflux for 6 hours. Upon cooling to RT, the reaction was acidified to pH 3 with conc. HCl and extracted with EtOAc (60 ml). The EtOAc layer was dried over Na2SO4 and concentrated to yield 5-(4-chlorophenyl)thiophene-2-carboxylic acid (902 mg, 3.78 mmol, 96% yield) as an off-white solid. LC MS at t=2.44 min. (m+H=240) PHENOMENEX® S5 C18 4.6×30 ... Starting materials: Intermediate 79, IC=1C=CC2=C(S(C3=C2C=CC=C3)(=O)=O)C1 (3-iododibenzo[b,d]thiophene 5,5-dioxide), IC=1C=CC2=C(S(C3=C2C=CC=C3)(=O)=O)C1 (3-iododibenzo[b,d]thiophene 5,5-dioxide), C(C)(C)(C)OC(COC1=C(C=C(C=C1)Cl)C#C)=O (tert-butyl(4-chloro-2-ethynylphenoxy)acetate), C(C)(C)(C)OC(COC1=C(C=C(C=C1)Cl)C#C)=O (tert-butyl(4-chloro-2-ethynylphenoxy)acetate). Yields the product C(C)(C)(C)OC(COC1=C(C=C(C=C1)Cl)C#CC=1C=CC2=C(S(C3=C2C=CC=C3)(=O)=O)C1)=O (tert-butyl{4-chloro-2-[(5,5-dioxidodibenzo[b,d]thien-3-yl)ethynyl]phenoxy}acetate). RXN SMILES: [C:1]([O:5][C:6](=[O:18])[CH2:7][O:8][C:9]1[CH:14]=[CH:13][C:12]([Cl:15])=[CH:11][C:10]=1[C:16]#[CH:17])([CH3:4])([CH3:3])[CH3:2].I[C:20]1[CH:21]=[CH:22][C:23]2[C:27]3[CH:28]=[CH:29][CH:30]=[CH:31][C:26]=3[S:25](=[O:33])(=[O:32])[C:24]=2[CH:34]=1>>[C:1]([O:5][C:6](=[O:18])[CH2:7][O:8][C:9]1[CH:14]=[CH:13][C:12]([Cl:15])=[CH:11][C:10]=1[C:16]#[C:17][C:30]1[CH:29]=[CH:28][C:27]2[C:23]3[CH:22]=[CH:21][CH:20]=[CH:34][C:24]=3[S:25](=[O:32])(=[O:33])[C:26]=2[CH:31]=1)([CH3:4])([CH3:3])[CH3:2]. Procedure details: Following the general method as outlined in Intermediate 79, starting from (4-chloro-2-ethynyl-phenoxy)-acetic acid tert-butyl ester (Intermediate 3) 3-iododibenzo[b,d]thiophene 5,5-dioxide (Intermediate 232), the title compound was obtained as a pink solid after purification by flash column chromatography (silica), eluting with cyclohexane containing increasing amounts of EtOAc. Starting materials: O=C(c1cccc(Cl)c1)c1cc(Cl)c2c(c1Cl)CC(C(=O)O)O2, Cl, NO, c1ccncc1. Product: O=C(O)C1Cc2c(Cl)c(C(=NO)c3cccc(Cl)c3)cc(Cl)c2O1. RXN SMILES: [Cl:1][c:2]1[cH:3][c:4]([C:5](=[O:6])[c:7]2[c:8]([Cl:20])[c:9]3[c:10]([c:17]([Cl:19])[cH:18]2)[O:11][CH:12]([C:14](=[O:15])[OH:16])[CH2:13]3)[cH:21][cH:22][cH:23]1.[ClH:24].[NH2:25][OH:26].[cH:27]1[cH:28][cH:29][n:30][cH:31][cH:32]1>>[Cl:1][c:2]1[cH:3][c:4]([C:5]([c:7]2[c:8]([Cl:20])[c:9]3[c:10]([c:17]([Cl:19])[cH:18]2)[O:11][CH:12]([C:14](=[O:15])[OH:16])[CH2:13]3)=[N:25][OH:26])[cH:21][cH:22][cH:23]1.